describe an organic reaction: reactants, conditions, products, and yield From a dataset of the Open Reaction Database (ORD), a public repository of structured organic reaction records. Reactants: OCCCC1c2c(Br)cccc2CCC1O, CC(C)(C)[Si](C)(C)Cl, CN(C)C=O, O, c1c[nH]cn1. Yields the product CC(C)(C)[Si](C)(C)OCCCC1c2c(Br)cccc2CCC1O. Reaction SMILES: [Br:1][c:2]1[cH:3][cH:4][cH:5][c:6]2[c:11]1[CH:10]([CH2:12][CH2:13][CH2:14][OH:15])[CH:9]([OH:16])[CH2:8][CH2:7]2.[C:22]([CH3:23])([CH3:24])([CH3:25])[Si:26]([CH3:27])([CH3:28])[Cl:29].[CH3:30][N:31]([CH3:32])[CH:33]=[O:34].[OH2:35].[nH:17]1[cH:18][cH:19][n:20][cH:21]1>>[Br:1][c:2]1[cH:3][cH:4][cH:5][c:6]2[c:11]1[CH:10]([CH2:12][CH2:13][CH2:14][O:15][Si:26]([C:22]([CH3:23])([CH3:24])[CH3:25])([CH3:27])[CH3:28])[CH:9]([OH:16])[CH2:8][CH2:7]2. The reactants are CCOC(C)=O, O=C(Nc1nccs1)C(CC1CCCC1)c1ccc([N+](=O)[O-])cc1. The product is Nc1ccc(C(CC2CCCC2)C(=O)Nc2nccs2)cc1. As a reaction SMILES: [CH3:25][CH2:26][O:27][C:28](=[O:29])[CH3:30].[CH:1]1([CH2:6][CH:7]([C:8](=[O:9])[NH:10][c:11]2[s:12][cH:13][cH:14][n:15]2)[c:16]2[cH:17][cH:18][c:19]([N+:22]([O-:23])=[O:24])[cH:20][cH:21]2)[CH2:2][CH2:3][CH2:4][CH2:5]1>>[CH:1]1([CH2:6][CH:7]([C:8](=[O:9])[NH:10][c:11]2[s:12][cH:13][cH:14][n:15]2)[c:16]2[cH:17][cH:18][c:19]([NH2:22])[cH:20][cH:21]2)[CH2:2][CH2:3][CH2:4][CH2:5]1.